The task is: describe an organic reaction: reactants, conditions, products, and yield. This data is from the Open Reaction Database (ORD), a public repository of structured organic reaction records. The reactants are CCS(=O)(=O)Cl, Clc1cc(NC2CCCC2)c2[nH]c(C3=NC(CCN4CCNCC4)CS3)cc2c1. Yields the product CCS(=O)(=O)N1CCN(CCC2CSC(c3cc4cc(Cl)cc(NC5CCCC5)c4[nH]3)=N2)CC1. Reaction SMILES: [CH2:30]([CH3:31])[S:32](=[O:33])(=[O:34])[Cl:35].[Cl:1][c:2]1[cH:3][c:4]2[cH:5][c:6]([C:17]3=[N:21][CH:20]([CH2:22][CH2:23][N:24]4[CH2:25][CH2:26][NH:27][CH2:28][CH2:29]4)[CH2:19][S:18]3)[nH:7][c:8]2[c:9]([NH:11][CH:12]2[CH2:13][CH2:14][CH2:15][CH2:16]2)[cH:10]1>>[Cl:1][c:2]1[cH:3][c:4]2[cH:5][c:6]([C:17]3=[N:21][CH:20]([CH2:22][CH2:23][N:24]4[CH2:25][CH2:26][N:27]([S:32]([CH2:30][CH3:31])(=[O:33])=[O:34])[CH2:28][CH2:29]4)[CH2:19][S:18]3)[nH:7][c:8]2[c:9]([NH:11][CH:12]2[CH2:13][CH2:14][CH2:15][CH2:16]2)[cH:10]1. Starting materials: 1a, FC1=C(C=O)C=C(C=C1)F (2,5-difluoro-benzaldehyde), 1b, ClC1=CC=C2CC(NC2=C1)=O (6-chloro-1,3-dihydro-indol-2-one). The product is ClC1=CC=C2C(C(NC2=C1)=O)=CC1=C(C=CC(=C1)F)F (6-chloro-3-[1-(2,5-difluoro-phenyl)-methylidene]-2-oxo-2,3-dihydro-indole). RXN SMILES: [Cl:1][C:2]1[CH:10]=[C:9]2[C:5]([CH2:6][C:7](=[O:11])[NH:8]2)=[CH:4][CH:3]=1.[F:12][C:13]1[CH:20]=[CH:19][C:18]([F:21])=[CH:17][C:14]=1[CH:15]=O>>[Cl:1][C:2]1[CH:10]=[C:9]2[C:5]([C:6](=[CH:15][C:14]3[CH:17]=[C:18]([F:21])[CH:19]=[CH:20][C:13]=3[F:12])[C:7](=[O:11])[NH:8]2)=[CH:4][CH:3]=1. Reported procedure: In a manner similar to the methods described in Examplea 1a and 1b, 6-chloro-1,3-dihydro-indol-2-one (Aldrich) reacted with 2,5-difluoro-benzaldehyde to give 6-chloro-3-[1-(2,5-difluoro-phenyl)-methylidene]-2-oxo-2,3-dihydro-indole, which was subsequently reacted with (t-BuOCO)2O and DMAP. The reactants are NC1=NC(=NC(=C1N=O)N)SC (4,6-diamino-2-methylthio-5-nitrosopyrimidine), COC1=CC=C(CCN)C=C1 (4-methoxyphenethylamine). The solvent is O (water). Yields the product NC1=NC(=NC(=C1N=O)N)NCCC1=CC=C(C=C1)OC (4,6-diamino-2-[2-(4-methoxyphenyl)-ethyl]amino-5-nitrosopyrimidine). Isolated yield 84.0%. As a reaction SMILES: [NH2:1][C:2]1[C:7]([N:8]=[O:9])=[C:6]([NH2:10])[N:5]=[C:4](SC)[N:3]=1.[CH3:13][O:14][C:15]1[CH:23]=[CH:22][C:18]([CH2:19][CH2:20][NH2:21])=[CH:17][CH:16]=1>O>[NH2:1][C:2]1[C:7]([N:8]=[O:9])=[C:6]([NH2:10])[N:5]=[C:4]([NH:21][CH2:20][CH2:19][C:18]2[CH:22]=[CH:23][C:15]([O:14][CH3:13])=[CH:16][CH:17]=2)[N:3]=1. Procedure: The starting material was prepared as follows:-1) A mixture of 4,6-diamino-2-methylthio-5-nitrosopyrimidine (10 g, 5.4 mM), 4-methoxyphenethylamine (7.92 ml, 5.4 mM) and water (180 ml) was heated to reflux for one hour. After cooling the red solid was separated by filtration, washed with water, and dried. There was thus obtained 4,6-diamino-2-[2-(4-methoxyphenyl)-ethyl]amino-5-nitrosopyrimidine (13.4 g, 84% yield). NMR: DMSO-d6 ; 2.7-2.85(m,2H, CH2 --CH2), 3.4-3.6(m, 2H, CH2 --NH), 3.7 (s, 3H, O... The reactants are ClC1=C(C=CC(=C1)OC1=CC(=CC=C1)F)O (2-chloro-4-(3-fluorophenoxy)phenol), ClC1=CC=C(CO)C=C1 (p-chlorobenzyl alcohol), C1(=CC=CC=C1)P(C1=CC=CC=C1)C1=CC=CC=C1 (triphenylphosphine). Solvent: O1CCCC1 (tetrahydrofuran). Conditions: time 48 hour. The product is ClC1=CC=C(C=C1)COC1=C(C=C(C=C1)OC1=CC(=CC=C1)F)Cl (4-chloro-1-[2-chloro-4-(3-fluorophenoxy)phenoxy]methylbenzene). Yield: 62.0%. Reaction SMILES: [Cl:1][C:2]1[CH:7]=[C:6]([O:8][C:9]2[CH:14]=[CH:13][CH:12]=[C:11]([F:15])[CH:10]=2)[CH:5]=[CH:4][C:3]=1[OH:16].[Cl:17][C:18]1[CH:25]=[CH:24][C:21]([CH2:22]O)=[CH:20][CH:19]=1.C1(P(C2C=CC=CC=2)C2C=CC=CC=2)C=CC=CC=1>O1CCCC1>[Cl:17][C:18]1[CH:25]=[CH:24][C:21]([CH2:22][O:16][C:3]2[CH:4]=[CH:5][C:6]([O:8][C:9]3[CH:14]=[CH:13][CH:12]=[C:11]([F:15])[CH:10]=3)=[CH:7][C:2]=2[Cl:1])=[CH:20][CH:19]=1. Procedure details: A mixture of 0.88 g of 2-chloro-4-(3-fluorophenoxy)phenol, 0.54 g of p-chlorobenzyl alcohol, 1.01 g of triphenylphosphine, 0.65 g of diethylazadicarboxylate and 90 ml of tetrahydrofuran was stirred at room temperature. After 48 hours, the reaction mixture was concentrated, and 50 ml of diethyl ether was added thereto. The precipitates were removed by filtration, and the filtrate was concentrated. The residue was subjected to silica gel chromatography to give 0.83 g of 4-chloro-1-[2-chloro-4-(3-f... The reactants are O (water), BrC=1C=C(C=CC1)COC1=CC=C(C=C1)CCC(=O)OC (Methyl 4-[(3-bromophenyl)methoxy]benzenepropanoate), N1=C(C=CC=C1)[Sn](C)(C)C (2-pyridyltrimethyltin), ( II ). Run in CN(C=O)C (N,N-dimethylformamide). Product: N1=C(C=CC=C1)C=1C=C(C=CC1)COC1=CC=C(C=C1)CCC(=O)OC (methyl 4-[[3-(2-pyridinyl)phenyl]methoxy]benzenepropanoate). Isolated yield 34.5%. RXN SMILES: Br[C:2]1[CH:3]=[C:4]([CH2:8][O:9][C:10]2[CH:15]=[CH:14][C:13]([CH2:16][CH2:17][C:18]([O:20][CH3:21])=[O:19])=[CH:12][CH:11]=2)[CH:5]=[CH:6][CH:7]=1.[N:22]1[CH:27]=[CH:26][CH:25]=[CH:24][C:23]=1[Sn](C)(C)C.O>CN(C)C=O>[N:22]1[CH:27]=[CH:26][CH:25]=[CH:24][C:23]=1[C:2]1[CH:3]=[C:4]([CH2:8][O:9][C:10]2[CH:15]=[CH:14][C:13]([CH2:16][CH2:17][C:18]([O:20][CH3:21])=[O:19])=[CH:12][CH:11]=2)[CH:5]=[CH:6][CH:7]=1. Procedure details: Methyl 4-[(3-bromophenyl)methoxy]benzenepropanoate (0.70 g, 2.0 mmol) and 2-pyridyltrimethyltin (0.60 g, 2.4 mmol) were dissolved in N,N-dimethylformamide (15 mL) and, after argon substitution, dichlorobistriphenylphosphinepalladium (II) (0.10 g, 0.070 mmol) was added. The reaction mixture was heated under reflux overnight under an argon atmosphere. The reaction mixture was cooled, water was added to the reaction mixture and the mixture was extracted with ethyl acetate. The extract was washed wi... Starting materials: CCOC(=O)CC(=O)c1cc(Br)cnc1Cl, CC(=O)OC(C)=O, CCOC(OCC)OCC, Cc1ccccc1C. Product: CCOC=C(C(=O)OCC)C(=O)c1cc(Br)cnc1Cl. Reaction SMILES: [Br:1][c:2]1[cH:3][c:4]([C:9]([CH2:10][C:11](=[O:12])[O:13][CH2:14][CH3:15])=[O:16])[c:5]([Cl:8])[n:6][cH:7]1.[CH3:35][C:36]([O:37][C:38](=[O:39])[CH3:40])=[O:41].[CH:17]([O:18][CH2:19][CH3:20])([O:21][CH2:22][CH3:23])[O:24][CH2:25][CH3:26].[c:27]1([CH3:28])[c:29]([CH3:30])[cH:31][cH:32][cH:33][cH:34]1>>[Br:1][c:2]1[cH:3][c:4]([C:9]([C:10]([C:11](=[O:12])[O:13][CH2:14][CH3:15])=[CH:17][O:18][CH2:19][CH3:20])=[O:16])[c:5]([Cl:8])[n:6][cH:7]1. The reactants are COc1ccc2c(=O)[nH]ncc2c1OCC1CCCCO1, O=P(Cl)(Cl)Cl. Product: COc1ccc2c(Cl)nncc2c1OCC1CCCCO1. RXN SMILES: [CH3:1][O:2][c:3]1[c:4]([O:14][CH2:15][CH:16]2[O:17][CH2:18][CH2:19][CH2:20][CH2:21]2)[c:5]2[cH:6][n:7][nH:8][c:9](=[O:13])[c:10]2[cH:11][cH:12]1.[P:22]([Cl:23])([Cl:24])([Cl:25])=[O:26]>>[CH3:1][O:2][c:3]1[c:4]([O:14][CH2:15][CH:16]2[O:17][CH2:18][CH2:19][CH2:20][CH2:21]2)[c:5]2[cH:6][n:7][n:8][c:9]([Cl:24])[c:10]2[cH:11][cH:12]1.